From a dataset of the Open Reaction Database (ORD), a public repository of structured organic reaction records. describe an organic reaction: reactants, conditions, products, and yield Starting materials: FC1=C(C(=CC=C1)I)OC (2-fluoro-6-iodoanisole), S1C=C(C=C1)B(O)O (thiophene-3-boronic acid). The product is FC1=C(C(=CC=C1)C1=CSC=C1)OC (2-Fluoro-6-(thien-3-yl)anisole). As a reaction SMILES: [F:1][C:2]1[CH:7]=[CH:6][CH:5]=[C:4](I)[C:3]=1[O:9][CH3:10].[S:11]1[CH:15]=[CH:14][C:13](B(O)O)=[CH:12]1>>[F:1][C:2]1[CH:7]=[CH:6][CH:5]=[C:4]([C:13]2[CH:14]=[CH:15][S:11][CH:12]=2)[C:3]=1[O:9][CH3:10]. Procedure: 2-Fluoro-6-(thien-3-yl)anisole is prepared from 2-fluoro-6-iodoanisole (1.35 g, 5.36 mmol) by Suzuki coupling with thiophene-3-boronic acid according to the general procedure described in Representative Procedure 4(b) below; yield: 1.05 g (94%). Reactants: O=Cc1ccc(C(=O)O)cc1, CC(=O)O[BH-](OC(C)=O)OC(C)=O, CC(=O)O, CCN(CC)C(=O)c1ccc(C(c2cccc(O)c2)N2CC(C)NCC2C)cc1, [Na+], C1CCOC1. As a reaction SMILES: [C:34](=[O:35])([OH:36])[c:37]1[cH:38][cH:39][c:40]([CH:41]=[O:42])[cH:43][cH:44]1.[C:45]([O:46][BH-:47]([O:48][C:49](=[O:50])[CH3:51])[O:52][C:53](=[O:54])[CH3:55])(=[O:56])[CH3:57].[CH3:1][C:2](=[O:3])[OH:4].[CH3:5][CH:6]1[N:7]([CH:13]([c:14]2[cH:15][cH:16][c:17]([C:18](=[O:19])[N:20]([CH2:21][CH3:22])[CH2:23][CH3:24])[cH:25][cH:26]2)[c:27]2[cH:28][c:29]([OH:33])[cH:30][cH:31][cH:32]2)[CH2:8][CH:9]([CH3:12])[NH:10][CH2:11]1.[Na+:58].[O:59]1[CH2:60][CH2:61][CH2:62][CH2:63]1>>[CH3:5][CH:6]1[N:7]([CH:13]([c:14]2[cH:15][cH:16][c:17]([C:18](=[O:19])[N:20]([CH2:21][CH3:22])[CH2:23][CH3:24])[cH:25][cH:26]2)[c:27]2[cH:28][c:29]([OH:33])[cH:30][cH:31][cH:32]2)[CH2:8][CH:9]([CH3:12])[N:10]([CH2:41][c:40]2[cH:39][cH:38][c:37]([C:34](=[O:35])[OH:36])[cH:44][cH:43]2)[CH2:11]1. The product is CCN(CC)C(=O)c1ccc(C(c2cccc(O)c2)N2CC(C)N(Cc3ccc(C(=O)O)cc3)CC2C)cc1. Reactants: CCOC(=O)c1cc2oc3ccc(CC)cc3c(=O)c2nc1O, O=P(Cl)(Cl)Cl, ClP(Cl)(Cl)(Cl)Cl. Yields the product CCOC(=O)c1cc2oc3ccc(CC)cc3c(=O)c2nc1Cl. Reaction SMILES: [CH2:12]([CH3:13])[c:14]1[cH:15][cH:16][c:17]2[o:18][c:19]3[cH:20][c:21]([C:30](=[O:31])[O:32][CH2:33][CH3:34])[c:22]([OH:29])[n:23][c:24]3[c:25](=[O:28])[c:26]2[cH:27]1.[Cl:1][P:2](=[O:3])([Cl:4])[Cl:5].[Cl:6][P:7]([Cl:8])([Cl:9])([Cl:10])[Cl:11]>>[Cl:6][c:22]1[c:21]([C:30](=[O:31])[O:32][CH2:33][CH3:34])[cH:20][c:19]2[o:18][c:17]3[cH:16][cH:15][c:14]([CH2:12][CH3:13])[cH:27][c:26]3[c:25](=[O:28])[c:24]2[n:23]1. The yield is 73.0%. Solvent: N1=CC=CC=C1 (pyridine). The product is COC(=O)NNC1=NNC2=CC(=CC=C12)Cl (3-methoxycarbonylhydrazino-6-chloroindazole). Reported procedure: Analogously to Example 1, 0.04 mol of 3-hydrazino-6-chloro-indazole and 0.044 mol of chlorocarbonic acid methyl ester in 25 ml of pyridine at 0° - 5° C, followed by 2 hours at room temperature, give 3-methoxycarbonylhydrazino-6-chloroindazole (melting point 223°- 224° C after recrystallisation from methanol: yield, 73% of theory). As a reaction SMILES: [NH:1]([C:3]1[C:11]2[C:6](=[CH:7][C:8]([Cl:12])=[CH:9][CH:10]=2)[NH:5][N:4]=1)[NH2:2].[CH3:13][O:14][C:15](Cl)=[O:16]>N1C=CC=CC=1>[CH3:13][O:14][C:15]([NH:2][NH:1][C:3]1[C:11]2[C:6](=[CH:7][C:8]([Cl:12])=[CH:9][CH:10]=2)[NH:5][N:4]=1)=[O:16]. Reactants: N(N)C1=NNC2=CC(=CC=C12)Cl (3-hydrazino-6-chloro-indazole), COC(=O)Cl (chlorocarbonic acid methyl ester). Reactants: ketones, C1(CCCCC1)=O (cyclohexanone), C1(CCCC1)=O (cyclopentanone), C(C(C)C)C(=O)CC(C)C (di-isobutyl ketone), CC1(CC(CC(C1)C)=O)C (3,3,5-trimethyl cyclohexanone), CC(=O)C1=CC=CC=C1 (methyl-phenyl ketone). Run in CC(=O)CC(C)C (methyl-isobutyl ketone), C(C)C(=O)CC (di-ethyl ketone), CC(=O)CC (methyl-ethyl ketone), CC(=O)C (acetone). Yields the product C(C)=O (acetaldehyde), C(CCC)=O (butyraldehyde), C(C(C)C)=O (isobutyraldehyde), C(C1=CC=CC=C1)=O (benzaldehyde), enamines. Reaction SMILES: [C:1]1(=[O:7])CCCC[CH2:2]1.[C:8]1(=[O:13])C[CH2:11][CH2:10][CH2:9]1.C(C(CC(C)C)=O)C(C)C.CC1(C)CC(C)CC(=O)C1.C[C:35]([C:37]1[CH:42]=[CH:41][CH:40]=[CH:39][CH:38]=1)=[O:36]>CC(CC(C)C)=O.C(C(CC)=O)C.CC(CC)=O.CC(C)=O>[CH:1](=[O:7])[CH3:2].[CH:8](=[O:13])[CH2:9][CH2:10][CH3:11].[CH:35](=[O:36])[CH:37]([CH3:42])[CH3:38].[CH:35](=[O:36])[C:37]1[CH:42]=[CH:41][CH:40]=[CH:39][CH:38]=1. Reported procedure: Optionally, the polyaminoamide-polyaminoimidazoline mixtures described above, which are to be used according to the present invention, can be reacted with common ketones such as acetone, methyl-ethyl ketone, di-ethyl ketone, methyl-isobutyl ketone, cyclohexanone, cyclopentanone, di-isobutyl ketone, 3,3,5-trimethyl cyclohexanone, or methyl-phenyl ketone, or with aldehydes such as acetaldehyde, butyraldehyde, isobutyraldehyde, or benzaldehyde to form the corresponding Schiff bases or enamines.